From a dataset of the Open Reaction Database (ORD), a public repository of structured organic reaction records. describe an organic reaction: reactants, conditions, products, and yield The reactants are C(C)(C)(C)OC(\C=C\C1=CC(=C(C=C1)[N+](=O)[O-])F)=O ((E)-3-(3-fluoro-4-nitro-phenyl)-acrylic acid tert-butyl ester). Reagents/catalysts: [Pd] (palladium on charcoal). Run in C(C)(=O)OCC (ethyl acetate). The product is C(C)(C)(C)OC(CCC1=CC(=C(C=C1)N)F)=O (3-(4-Amino-3-fluoro-phenyl)-propionic acid tert-butyl ester). The yield is 99.7%. RXN SMILES: [C:1]([O:5][C:6](=[O:19])/[CH:7]=[CH:8]/[C:9]1[CH:14]=[CH:13][C:12]([N+:15]([O-])=O)=[C:11]([F:18])[CH:10]=1)([CH3:4])([CH3:3])[CH3:2]>C(OCC)(=O)C.[Pd]>[C:1]([O:5][C:6](=[O:19])[CH2:7][CH2:8][C:9]1[CH:14]=[CH:13][C:12]([NH2:15])=[C:11]([F:18])[CH:10]=1)([CH3:4])([CH3:2])[CH3:3]. Reported procedure: A solution of (E)-3-(3-fluoro-4-nitro-phenyl)-acrylic acid tert-butyl ester (804 mg, 3.01 mmol) in ethyl acetate (10 ml) was hydrogenated on 10% palladium on charcoal for 30 min at 1.5 bar. The suspension was filtered, the filter cake washed with ethyl acetate and the filtrate evaporated and dried under high vacuum to give the product as light brown solid (713 mg, 3 mmol; 99%). This material was pure enough for the next step. MS: m/e=240.0 [M+H+]. Procedure details: To a solution of 3-(ethoxycarbonyl)-5-(1-cyanocyclopentyl)benzoic acid (0.4 g, 1.4 mmol) in 14 mL THF, cooled to 0° C., was added borane-tetrahydrofuran complex (1M in THF, 5.6 mL, 5.6 mmol) dropwise. The reaction was stirred at 0° C. for 1.5 h and then at rt for 3.5 h. The mixture was quenched with MeOH, concentrated, diluted with EtOAc and washed with water and brine. Drying and solvent evaporation gave ethyl 3-(1-(aminomethyl)cyclopentyl)-5-(hydroxymethyl)benzoate and ethyl 3-(1-cyanocyclopen... As a reaction SMILES: [CH2:1]([O:3][C:4]([C:6]1[CH:7]=[C:8]([CH:12]=[C:13]([C:15]2([C:20]#[N:21])[CH2:19][CH2:18][CH2:17][CH2:16]2)[CH:14]=1)[C:9](O)=[O:10])=[O:5])[CH3:2].B.O1CCCC1>C1COCC1>[NH2:21][CH2:20][C:15]1([C:13]2[CH:14]=[C:6]([CH:7]=[C:8]([CH2:9][OH:10])[CH:12]=2)[C:4]([O:3][CH2:1][CH3:2])=[O:5])[CH2:19][CH2:18][CH2:17][CH2:16]1.[C:20]([C:15]1([C:13]2[CH:14]=[C:6]([CH:7]=[C:8]([CH2:9][OH:10])[CH:12]=2)[C:4]([O:3][CH2:1][CH3:2])=[O:5])[CH2:19][CH2:18][CH2:17][CH2:16]1)#[N:21] |f:1.2|. The solvent is C1CCOC1 (THF). Yields the product NCC1(CCCC1)C=1C=C(C(=O)OCC)C=C(C1)CO (ethyl 3-(1-(aminomethyl)cyclopentyl)-5-(hydroxymethyl)benzoate), C(#N)C1(CCCC1)C=1C=C(C(=O)OCC)C=C(C1)CO (ethyl 3-(1-cyanocyclopentyl)-5-(hydroxymethyl)benzoate). Conditions: temperature 0 celsius, time 1.5 hour. The reactants are C(C)OC(=O)C=1C=C(C(=O)O)C=C(C1)C1(CCCC1)C#N (3-(ethoxycarbonyl)-5-(1-cyanocyclopentyl)benzoic acid), B.O1CCCC1 (borane tetrahydrofuran). Starting materials: C(C)N1N=CC=2C1=NC1=CC=C(C=C1C2NCC2=CC=C(C=C2)OC)OC (1-ethyl-6-methoxy-N-(4-methoxyphenylmethyl)-1H-pyrazolo[3,4-b]quinolin-4-amine), B(Br)(Br)Br (boron tribromide), CS(=O)(=O)O (methanesulfonic acid), [OH-].[Na+] (NaOH). Solvent: C(CCl)Cl (1,2-ethylenedichloride), CO (methanol), O (water). Conditions: time 8 hour. Yields the product C(C)N1N=CC=2C1=NC1=CC=C(C=C1C2NCC2=CC=C(C=C2)O)O.CS(=O)(=O)O (1-ethyl-6-hydroxy-N-(4-hydroxyphenyl methyl)-1H-pyrazolo[3,4-b]quinolin-4-amine CH3SO3H). Reaction SMILES: [CH2:1]([N:3]1[C:7]2=[N:8][C:9]3[C:14]([C:15]([NH:16][CH2:17][C:18]4[CH:23]=[CH:22][C:21]([O:24]C)=[CH:20][CH:19]=4)=[C:6]2[CH:5]=[N:4]1)=[CH:13][C:12]([O:26]C)=[CH:11][CH:10]=3)[CH3:2].B(Br)(Br)Br.[OH-].[Na+].[CH3:34][S:35]([OH:38])(=[O:37])=[O:36]>CO.O.C(Cl)CCl>[CH2:1]([N:3]1[C:7]2=[N:8][C:9]3[C:14]([C:15]([NH:16][CH2:17][C:18]4[CH:19]=[CH:20][C:21]([OH:24])=[CH:22][CH:23]=4)=[C:6]2[CH:5]=[N:4]1)=[CH:13][C:12]([OH:26])=[CH:11][CH:10]=3)[CH3:2].[CH3:34][S:35]([OH:38])(=[O:37])=[O:36] |f:2.3,8.9|. Procedure details: A mixture of 1-ethyl-6-methoxy-N-(4-methoxyphenylmethyl)-1H-pyrazolo[3,4-b]quinolin-4-amine (1.0 g, 2.76 mmol), boron tribromide (6 mL, 6 mmol) and 1,2-ethylenedichloride (30 mL) was stirred at room temperature overnight. The reaction mixture was poured into water and then was basified with NaOH. The layers were separated and then the aqueous layer was acidified with acetic acid. The precipitate which formed was collected by filtration, washed with water and dried to afford the product as the fr...